From a dataset of the Open Reaction Database (ORD), a public repository of structured organic reaction records. describe an organic reaction: reactants, conditions, products, and yield Reactants: FC(C(=O)O)(F)F.C(C)(=O)SCC(C(=O)N[C@@H](CCCNC(N)=N)C(=O)O)CCCN (Nα -(2-acetylthiomethyl-5-aminopentanoyl)-L-arginine trifluoroacetate). The solvent is O (water), N (ammonia). Reaction conditions: time 20 minute. Yields the product NCCCC(C(=O)N[C@@H](CCCNC(N)=N)C(=O)O)CS (Nα -(5-Amino-2-mercaptomethylpentanoyl)-L-arginine). Reaction SMILES: FC(F)(F)C(O)=O.C([S:11][CH2:12][CH:13]([CH2:28][CH2:29][CH2:30][NH2:31])[C:14]([NH:16][C@H:17]([C:25]([OH:27])=[O:26])[CH2:18][CH2:19][CH2:20][NH:21][C:22](=[NH:24])[NH2:23])=[O:15])(=O)C>O.N>[NH2:31][CH2:30][CH2:29][CH2:28][CH:13]([CH2:12][SH:11])[C:14]([NH:16][C@H:17]([C:25]([OH:27])=[O:26])[CH2:18][CH2:19][CH2:20][NH:21][C:22](=[NH:23])[NH2:24])=[O:15] |f:0.1|. Procedure details: Nα -(2-acetylthiomethyl-5-aminopentanoyl)-L-arginine trifluoroacetate (2 g) is dissolved in a mixture of water (25 ml) and concentrated ammonia (25 ml) and this solution is stored at room temperature for 20 minutes. The solution is concentrated in vacuo to ca. 5 ml and applied to a column of Dowex 50 ion exchange resin (50 ml) in the hydrogen cycle. After washing with water Nα -(5-amino-2-mercaptomethylpentanoyl)-L-arginine is eluted with a pyridine-acetate buffer at pH 6.5. The reactants are Cl (HCl), C(C)OC(=O)C=1C(=NC2=CC(=C(C=C2C1)Cl)Cl)Cl (2,6,7-trichloroquinoline-3-carboxylic acid ethyl ester), N[C@@H](CC1=CC=CC=C1)C(=O)O (L-phenylalanine), C([O-])([O-])=O.[K+].[K+] (potassium carbonate). Run in CN(C)C=O (DMF), O (water). Conditions: temperature 130 celsius, time 22 hour. Product: C(=O)(O)[C@H](CC1=CC=CC=C1)NC1=NC2=CC(=C(C=C2C=C1C(=O)O)Cl)Cl (2-((S)-1-Carboxy-2-phenyl-ethylamino)-6,7-dichloro-quinoline-3-carboxylic acid). Yield: 38.0%. RXN SMILES: C([O:3][C:4]([C:6]1[C:7](Cl)=[N:8][C:9]2[C:14]([CH:15]=1)=[CH:13][C:12]([Cl:16])=[C:11]([Cl:17])[CH:10]=2)=[O:5])C.[NH2:19][C@H:20]([C:28]([OH:30])=[O:29])[CH2:21][C:22]1[CH:27]=[CH:26][CH:25]=[CH:24][CH:23]=1.C(=O)([O-])[O-].[K+].[K+].Cl>CN(C=O)C.O>[C:28]([C@@H:20]([NH:19][C:7]1[C:6]([C:4]([OH:3])=[O:5])=[CH:15][C:14]2[C:9](=[CH:10][C:11]([Cl:17])=[C:12]([Cl:16])[CH:13]=2)[N:8]=1)[CH2:21][C:22]1[CH:27]=[CH:26][CH:25]=[CH:24][CH:23]=1)([OH:30])=[O:29] |f:2.3.4|. Procedure details: A mixture of 2,6,7-trichloroquinoline-3-carboxylic acid ethyl ester (80 mg, 0.26 mmol), L-phenylalanine (80 mg, 0.52 mmol) and potassium carbonate (180 mg, 1.31 mmol) in DMF (1 mL) is stirred for 22 h at 130° C. in closed reaction vial. After cooling the reaction mixture is diluted with water, acidified by addition of 2N HCl, and the precipitated solid is collected on filter, washed with water and air dried to give the title compound (40 mg, 38%) as yellow powder. Reactants: C([O-])([O-])=O.[Cs+].[Cs+] (Cesium carbonate), CO (methanol), NC1=C(C=NN1C1=CC2=C(NC(=N2)C)C=C1)C(=O)C=1N(C2=CC=C(C=C2C1)CN1CCOCC1)S(=O)(=O)C1=CC=CC=C1 ([5-amino-1-(2-methyl-1H-benzimidazol-5-yl)-1H-pyrazol-4-yl]-(1-benzenesulfonyl-5-morpholin-4-ylmethyl-1H-indol-2-yl)-methanone), O.N (ammonia water). Solvent: O (water). Conditions: time 16 hour. Yields the product NC1=C(C=NN1C1=CC2=C(NC(=N2)C)C=C1)C(=O)C=1NC2=CC=C(C=C2C1)CN1CCOCC1 ([5-amino-1-(2-methyl-1H-benzimidazol-5-yl)-1H-pyrazol-4-yl]-(5-morpholin-4-ylmethyl-1H-indol-2-yl)-methanone). The yield is 39.2%. As a reaction SMILES: C(=O)([O-])[O-].[Cs+].[Cs+].CO.[NH2:9][C:10]1[N:14]([C:15]2[CH:24]=[CH:23][C:18]3[NH:19][C:20]([CH3:22])=[N:21][C:17]=3[CH:16]=2)[N:13]=[CH:12][C:11]=1[C:25]([C:27]1[N:28](S(C2C=CC=CC=2)(=O)=O)[C:29]2[C:34]([CH:35]=1)=[CH:33][C:32]([CH2:36][N:37]1[CH2:42][CH2:41][O:40][CH2:39][CH2:38]1)=[CH:31][CH:30]=2)=[O:26].O.N>O>[NH2:9][C:10]1[N:14]([C:15]2[CH:24]=[CH:23][C:18]3[NH:19][C:20]([CH3:22])=[N:21][C:17]=3[CH:16]=2)[N:13]=[CH:12][C:11]=1[C:25]([C:27]1[NH:28][C:29]2[C:34]([CH:35]=1)=[CH:33][C:32]([CH2:36][N:37]1[CH2:42][CH2:41][O:40][CH2:39][CH2:38]1)=[CH:31][CH:30]=2)=[O:26] |f:0.1.2,5.6|. Procedure: Cesium carbonate (1.29 g) was added to a methanol solution (20 ml) of [5-amino-1-(2-methyl-1H-benzimidazol-5-yl)-1H-pyrazol-4-yl]-(1-benzenesulfonyl-5-morpholin-4-ylmethyl-1H-indol-2-yl)-methanone (110 mg), and stirred at room temperature for 16 hours. Then, water (5 ml) and ammonia water (3 ml) were added to the reaction mixture and stirred for three hours. The reaction mixture was concentrated under reduced pressure. Water was added to the resulting residue. After ethyl acetate extraction, the... Product: C[Si](C)(C)CCOCn1ccc2c(-c3cnn(C4CCC(COS(C)(=O)=O)CC4)c3)ncnc21. As a reaction SMILES: [CH3:1][Si:2]([CH2:3][CH2:4][O:5][CH2:6][n:7]1[cH:8][cH:9][c:10]2[c:11]1[n:12][cH:13][n:14][c:15]2-[c:16]1[cH:17][n:18][n:19]([CH:21]2[CH2:22][CH2:23][CH:24]([CH2:27][OH:28])[CH2:25][CH2:26]2)[cH:20]1)([CH3:29])[CH3:30].[CH3:31][S:32]([Cl:33])(=[O:34])=[O:35].[CH:36]([Cl:37])([Cl:38])[Cl:39]>>[CH3:1][Si:2]([CH2:3][CH2:4][O:5][CH2:6][n:7]1[cH:8][cH:9][c:10]2[c:11]1[n:12][cH:13][n:14][c:15]2-[c:16]1[cH:17][n:18][n:19]([CH:21]2[CH2:22][CH2:23][CH:24]([CH2:27][O:28][S:32]([CH3:31])(=[O:34])=[O:35])[CH2:25][CH2:26]2)[cH:20]1)([CH3:29])[CH3:30]. Starting materials: C[Si](C)(C)CCOCn1ccc2c(-c3cnn(C4CCC(CO)CC4)c3)ncnc21, CS(=O)(=O)Cl, ClC(Cl)Cl. The reactants are ClC=1C=C(C=CC1C1=NN(C=N1)COCC[Si](C)(C)C)C=1C=NN2C1N=C(C=C2)N2C(OC[C@@H]2C(C)C)=O ((S)-3-(3-(3-chloro-4-(1-((2-(trimethylsilyl)ethoxy)methyl)-1H-1,2,4-triazol-3-yl)phenyl)pyrazolo[1,5-a]pyrimidin-5-yl)-4-isopropyloxazolidin-2-one), ClC=1C=C(C=CC1C1=NC=NN1COCC[Si](C)(C)C)C=1C=NN2C1N=C(C=C2)N2C(OC[C@@H]2C(C)C)=O ((S)-3-(3-(3-chloro-4-(1-((2-(trimethylsilyl)ethoxy)methyl)-1H-1,2,4-triazol-5-yl)phenyl)pyrazolo[1,5-a]pyrimidin-5-yl)-4-isopropyloxazolidin-2-one). Yields the product ClC=1C=C(C=CC1C1=NNC=N1)C=1C=NN2C1N=C(C=C2)N2C(OC[C@@H]2C(C)C)=O ((S)-3-(3-(3-Chloro-4-(1H-1,2,4-triazol-3-yl)phenyl)pyrazolo[1,5-a]pyrimidin-5-yl)-4-isopropyloxazolidin-2-one). Yield: 25.0%. Reaction SMILES: [Cl:1][C:2]1[CH:3]=[C:4]([C:21]2[CH:22]=[N:23][N:24]3[CH:29]=[CH:28][C:27]([N:30]4[C@@H:34]([CH:35]([CH3:37])[CH3:36])[CH2:33][O:32][C:31]4=[O:38])=[N:26][C:25]=23)[CH:5]=[CH:6][C:7]=1[C:8]1[N:12]=[CH:11][N:10](COCC[Si](C)(C)C)[N:9]=1.ClC1C=C(C2C=NN3C=CC(N4[C@@H](C(C)C)COC4=O)=NC=23)C=CC=1C1N(COCC[Si](C)(C)C)N=CN=1>>[Cl:1][C:2]1[CH:3]=[C:4]([C:21]2[CH:22]=[N:23][N:24]3[CH:29]=[CH:28][C:27]([N:30]4[C@@H:34]([CH:35]([CH3:36])[CH3:37])[CH2:33][O:32][C:31]4=[O:38])=[N:26][C:25]=23)[CH:5]=[CH:6][C:7]=1[C:8]1[N:12]=[CH:11][NH:10][N:9]=1. Reported procedure: (S)-3-(3-(3-Chloro-4-(1H-1,2,4-triazol-3-yl)phenyl)pyrazolo[1,5-a]pyrimidin-5-yl)-4-isopropyloxazolidin-2-one (0.051 g, 25%) was prepared by the procedure described in Example 1, Step 9, using a mixture of (S)-3-(3-(3-chloro-4-(1-((2-(trimethylsilyl)ethoxy)methyl)-1H-1,2,4-triazol-3-yl)phenyl)pyrazolo[1,5-a]pyrimidin-5-yl)-4-isopropyloxazolidin-2-one and (S)-3-(3-(3-chloro-4-(1-((2-(trimethylsilyl)ethoxy)methyl)-1H-1,2,4-triazol-5-yl)phenyl)pyrazolo[1,5-a]pyrimidin-5-yl)-4-isopropyloxazolidin-2-... Reactants: COCCNCCOC (bis(2-methoxyethyl)amine), Cl (HCl), ice, N(=O)[O-].[Na+] (sodium nitrite), [Cl-].[Na+] (sodium chloride). Solvent: O (water). Reaction conditions: time 2 hour. The product is COCCN(N=O)CCOC (bis(2-methoxyethyl)nitrosoamine). The yield is 52.5%. RXN SMILES: [CH3:1][O:2][CH2:3][CH2:4][NH:5][CH2:6][CH2:7][O:8][CH3:9].Cl.[N:11]([O-])=[O:12].[Na+].[Cl-].[Na+]>O>[CH3:1][O:2][CH2:3][CH2:4][N:5]([CH2:6][CH2:7][O:8][CH3:9])[N:11]=[O:12] |f:2.3,4.5|. Procedure details: To the mixture of 133 g of bis(2-methoxyethyl)amine, 145 ml of concentrated HCl (36%) and 400 g of ice, 70 g of sodium nitrite dissolved in 250 ml of water was added dropwise slowly while keeping the reaction temperature at 10° C. or below, and then stirred for 2 hours at 10° C. or less and for further 2 hours at room temperature. 250 g of sodium chloride was added thereto, and the mixture was thrice extracted with 500 ml of ethyl acetate and dried with magnesium sulfate. After removing the solv... Starting materials: O=C([O-])[O-], Cc1ccccc1, [K+], [K+], N#Cc1nc(Br)cnc1N, CC1(C)Oc2c(B(O)O)cccc2C1O, c1ccc(P(c2ccccc2)(c2ccccc2)[Pd](P(c2ccccc2)(c2ccccc2)c2ccccc2)(P(c2ccccc2)(c2ccccc2)c2ccccc2)P(c2ccccc2)(c2ccccc2)c2ccccc2)cc1. The product is CC1(C)Oc2c(-c3cnc(N)c(C#N)n3)cccc2C1O. As a reaction SMILES: [C:26](=[O:27])([O-:28])[O-:29].[CH3:32][c:33]1[cH:34][cH:35][cH:36][cH:37][cH:38]1.[K+:30].[K+:31].[NH2:1][c:2]1[n:3][cH:4][c:5]([Br:10])[n:6][c:7]1[C:8]#[N:9].[OH:11][CH:12]1[C:13]([CH3:24])([CH3:25])[O:14][c:15]2[c:16]1[cH:17][cH:18][cH:19][c:20]2[B:21]([OH:22])[OH:23].[cH:39]1[cH:40][cH:41][c:42]([P:43]([Pd:44]([P:45]([c:46]2[cH:47][cH:48][cH:49][cH:50][cH:51]2)([c:52]2[cH:53][cH:54][cH:55][cH:56][cH:57]2)[c:58]2[cH:59][cH:60][cH:61][cH:62][cH:63]2)([P:64]([c:65]2[cH:66][cH:67][cH:68][cH:69][cH:70]2)([c:71]2[cH:72][cH:73][cH:74][cH:75][cH:76]2)[c:77]2[cH:78][cH:79][cH:80][cH:81][cH:82]2)[P:83]([c:84]2[cH:85][cH:86][cH:87][cH:88][cH:89]2)([c:90]2[cH:91][cH:92][cH:93][cH:94][cH:95]2)[c:96]2[cH:97][cH:98][cH:99][cH:100][cH:101]2)([c:102]2[cH:103][cH:104][cH:105][cH:106][cH:107]2)[c:108]2[cH:109][cH:110][cH:111][cH:112][cH:113]2)[cH:114][cH:115]1>>[NH2:1][c:2]1[n:3][cH:4][c:5](-[c:20]2[c:15]3[c:16]([cH:17][cH:18][cH:19]2)[CH:12]([OH:11])[C:13]([CH3:24])([CH3:25])[O:14]3)[n:6][c:7]1[C:8]#[N:9]. Starting materials: CC(C)(C)OC(=O)N1CCC2Nc3cccc(-c4ccc(Cl)cc4Cl)c3C2CC1, [Na+], O=C([O-])O, CN(C)C=O, BrCCOc1ccccc1. Product: CC(C)(C)OC(=O)N1CCC2c3c(-c4ccc(Cl)cc4Cl)cccc3N(CCOc3ccccc3)C2CC1. RXN SMILES: [Cl:1][c:2]1[c:3](-[c:9]2[c:10]3[c:14]([cH:15][cH:16][cH:17]2)[NH:13][CH:12]2[CH:11]3[CH2:22][CH2:21][N:20]([C:23](=[O:24])[O:25][C:26]([CH3:27])([CH3:28])[CH3:29])[CH2:19][CH2:18]2)[cH:4][cH:5][c:6]([Cl:8])[cH:7]1.[Na+:44].[O-:40][C:41]([OH:42])=[O:43].[O:45]=[CH:46][N:47]([CH3:48])[CH3:49].[c:30]1([O:36][CH2:37][CH2:38][Br:39])[cH:31][cH:32][cH:33][cH:34][cH:35]1>>[Cl:1][c:2]1[c:3](-[c:9]2[c:10]3[c:14]([cH:15][cH:16][cH:17]2)[N:13]([CH2:38][CH2:37][O:36][c:30]2[cH:31][cH:32][cH:33][cH:34][cH:35]2)[CH:12]2[CH:11]3[CH2:22][CH2:21][N:20]([C:23](=[O:24])[O:25][C:26]([CH3:27])([CH3:28])[CH3:29])[CH2:19][CH2:18]2)[cH:4][cH:5][c:6]([Cl:8])[cH:7]1.